This data is from the Open Reaction Database (ORD), a public repository of structured organic reaction records. The task is: describe an organic reaction: reactants, conditions, products, and yield The reactants are CCCC[N+](CCCC)(CCCC)CCCC, CCCC[N+](CCCC)(CCCC)CCCC, Cc1ccccc1, [Na], CCCCCCCCC1CO1, O, O=[N+]([O-])c1ccc(O)cc1, O=S(=O)([O-])[O-]. Product: CCCCCCCCC(O)COc1ccc([N+](=O)[O-])cc1. RXN SMILES: [CH2:17]([N+:18]([CH2:19][CH2:20][CH2:21][CH3:22])([CH2:23][CH2:24][CH2:25][CH3:26])[CH2:27][CH2:28][CH2:29][CH3:30])[CH2:31][CH2:32][CH3:33].[CH2:34]([N+:35]([CH2:36][CH2:37][CH2:38][CH3:39])([CH2:40][CH2:41][CH2:42][CH3:43])[CH2:44][CH2:45][CH2:46][CH3:47])[CH2:48][CH2:49][CH3:50].[CH3:63][c:64]1[cH:65][cH:66][cH:67][cH:68][cH:69]1.[Na:1].[O:51]1[CH2:52][CH:53]1[CH2:54][CH2:55][CH2:56][CH2:57][CH2:58][CH2:59][CH2:60][CH3:61].[OH2:62].[OH:2][c:3]1[cH:4][cH:5][c:6]([N+:9]([O-:10])=[O:11])[cH:7][cH:8]1.[S:12]([O-:13])([O-:14])(=[O:15])=[O:16]>>[O:2]([c:3]1[cH:4][cH:5][c:6]([N+:9]([O-:10])=[O:11])[cH:7][cH:8]1)[CH2:52][CH:53]([OH:51])[CH2:54][CH2:55][CH2:56][CH2:57][CH2:58][CH2:59][CH2:60][CH3:61].